Dataset: the Open Reaction Database (ORD), a public repository of structured organic reaction records. Task: describe an organic reaction: reactants, conditions, products, and yield The reactants are O=O (oxygen), O=O (oxygen), C[C@@]1([C@H]2[C@@H]([C@H]3[C@@H](C(=O)C(=C([C@]3(C(=O)C2=C(C4=C1C=CC=C4O)O)O)O)C(=O)N)N(C)C)O)O (Biostat), N (ammonia), O=C[C@H](O)[C@@H](O)[C@H](O)[C@H](O)CO (glucose), O=C[C@H](O)[C@@H](O)[C@H](O)[C@H](O)CO (glucose), (NH4)2SO4, OP(=O)(O)[O-].[K+] (KH2PO4), [Na+].[Cl-] (NaCl), [O-]S(=O)(=O)[O-].[Mg+2] (MgSO4), [Cl-].[Cl-].[Ca+2] (CaCl2), FeSO4, CC1=C(SC=[N+]1CC=2C=NC(=NC2N)C)CCO.Cl.[Cl-] (vitamin B1), CC1([C@@H](N2[C@H](S1)[C@@H](C2=O)NC(=O)[C@@H](C=3C=CC=CC3)N)C(=O)O)C (ampicillin), N (ammonia). Run in O (H2O), O (H2O), O (H2O), O (H2O). Reaction conditions: time 7 hour. Product: C(C)(=O)OC[C@H](N)C(=O)O (O-acetyl-L-serine). RXN SMILES: C[C@@]1(O)C2C=CC=C(O)C=2C(O)=C2[C@@H]1[C@H](O)[C@@H]1[C@](O)(C2=O)C(O)=[C:9]([C:26](N)=[O:27])C(=O)[C@H]1N(C)C.[O:34]=C[C@@H]([C@H]([C@@H]([C@@H](CO)O)O)O)O.OP([O-])(O)=O.[K+].[Na+].[Cl-].[O-]S([O-])(=O)=O.[Mg+2].[Cl-].[Cl-].[Ca+2].CC1[N+](CC2C=NC(C)=NC=2N)=CSC=1CCO.Cl.[Cl-].C[C:84]1(C)S[C@@H]2[C@H](NC([C@H](N)C3C=CC=CC=3)=O)C(=O)[N:86]2[C@H:85]1[C:103]([OH:105])=[O:104].N.O=O>O>[C:26]([O:27][CH2:84][C@@H:85]([C:103]([OH:105])=[O:104])[NH2:86])(=[O:34])[CH3:9] |f:2.3,4.5,6.7,8.9.10,11.12.13|. Reported procedure: The fermenter employed was a Biostat M appliance which was supplied by Braun Biotech (Melsungen, Germany) and which had a maximum culture volume of 2 l. The fermenter containing 900 ml of fermentation medium (15 g of glucose/l; 10 g of tryptone/l; 5 g of yeast extract/l; 5 g of (NH4)2SO4/l; 1.5 g of KH2PO4/l; 0.5 g of NaCl/l; 0.3 g of MgSO4×7 H2O/l; 0.015 g of CaCl2×2 H2O/l; 0.075 g of FeSO4×7 H2O/l; 1 g of Na3citrate×2 H2O/l and 1 ml of trace element solution/l, see above, 5 mg of vitamin B1/l ... RXN SMILES: [Cl:1][C:2]1[C:7]([C:8]#[N:9])=[CH:6][N:5]=[C:4]2[CH:10]=[CH:11][S:12][C:3]=12.C(NC(C)C)(C)C.[Li].[Br:21]C(F)(F)C(Br)(F)F>O1CCCC1>[Br:21][C:11]1[S:12][C:3]2[C:4](=[N:5][CH:6]=[C:7]([C:8]#[N:9])[C:2]=2[Cl:1])[CH:10]=1 |f:1.2,^1:19|. Procedure details: To a solution of 7-chlorothieno[3,2-b]pyridine-6-carbonitrile (200 mg, 1.03 mmol) in tetrahydrofuran (5.0 mL) is slowly added lithium diisopropylamine (0.7 mL, 1.40 mmol, 2M in tetrahydrofuran) at −78° C. over 5 minutes. After 30 minutes, 1,2-dibromo-1,1,2,2,-tetrafluoroethane (0.16 mL, 1.3 mmol) is added slowly to the solution of the anion. The temperature is maintained at −78° C. for 4 hours then warmed to room temperature for 1 hour. The reaction mixture is poured into ice water, extracted wi... The yield is 36.6%. Yields the product BrC1=CC2=NC=C(C(=C2S1)Cl)C#N (2-bromo-7-chlorothieno[3,2-b]pyridine-6-carbonitrile). Reactants: ClC1=C2C(=NC=C1C#N)C=CS2 (7-chlorothieno[3,2-b]pyridine-6-carbonitrile), ice water, C(C)(C)NC(C)C.[Li] (lithium diisopropylamine), BrC(C(F)(F)Br)(F)F (1,2-dibromo-1,1,2,2,-tetrafluoroethane). Conditions: temperature -78 celsius, time 30 minute. The solvent is O1CCCC1 (tetrahydrofuran). Reactants: O=CC=CC(=O)OCC (ethyl 4-oxobutenate), CC(C(C)=O)=NO (2,3-butanedione-2-oxime), Cl.C(C)(=O)OCC (hydrogenchloride ethyl acetate), C(C)OCC (diethyl ether). Run in C(C)(=O)OCC.CCCCCC (ethyl acetate hexane). Reaction conditions: time 4 day. The product is ClCC=1N=C(OC1C)/C=C/C(=O)OCC (ethyl (2E)-3-(4-chloromethyl-5-methyl-1,3-oxazol-2-yl)-2-propenoate). Isolated yield 55.0%. RXN SMILES: [O:1]=[CH:2][CH:3]=[CH:4][C:5]([O:7][CH2:8][CH3:9])=[O:6].[CH3:10][C:11](=[N:15]O)[C:12](=O)[CH3:13].[ClH:17].C(OCC)(=O)C.C(OCC)C>C(OCC)(=O)C.CCCCCC>[Cl:17][CH2:10][C:11]1[N:15]=[C:2](/[CH:3]=[CH:4]/[C:5]([O:7][CH2:8][CH3:9])=[O:6])[O:1][C:12]=1[CH3:13] |f:2.3,5.6|. Reported procedure: A mixture of ethyl 4-oxobutenate (25.31 g), 2,3-butanedione-2-oxime (20.02 g) and 4N hydrogenchloride-ethyl acetate solution (300 mL) was stirred at room temperature for 4 days. After concentration of the reaction mixture, diethyl ether was added to the residue, and the residue was decanted and washed. Tetrahydrofuran (300 mL) was added to the residue, and thionyl chloride (35.33 g) was further added. The mixture was heated under reflux for 2 hrs. After concentration of the reaction mixture, eth... The reactants are CO, COCCOc1cc2nccc(Oc3ccc(NC(=O)NC4CC4)c(Cl)c3)c2cc1C(=O)OC, Cl, [Na+], C1CCOC1, [OH-]. The product is COCCOc1cc2nccc(Oc3ccc(NC(=O)NC4CC4)c(Cl)c3)c2cc1C(=O)O. As a reaction SMILES: [CH3:37][OH:38].[Cl:1][c:2]1[cH:3][c:4]([O:5][c:6]2[cH:7][cH:8][n:9][c:10]3[cH:11][c:12]([O:20][CH2:21][CH2:22][O:23][CH3:24])[c:13]([C:16](=[O:17])[O:18][CH3:19])[cH:14][c:15]23)[cH:25][cH:26][c:27]1[NH:28][C:29](=[O:30])[NH:31][CH:32]1[CH2:33][CH2:34]1.[ClH:39].[Na+:36].[O:40]1[CH2:41][CH2:42][CH2:43][CH2:44]1.[OH-:35]>>[Cl:1][c:2]1[cH:3][c:4]([O:5][c:6]2[cH:7][cH:8][n:9][c:10]3[cH:11][c:12]([O:20][CH2:21][CH2:22][O:23][CH3:24])[c:13]([C:16](=[O:17])[OH:18])[cH:14][c:15]23)[cH:25][cH:26][c:27]1[NH:28][C:29](=[O:30])[NH:31][CH:32]1[CH2:33][CH2:34]1. The reactants are CCOC(C)=O, CCO, [Ca+2], [Cl-], [Cl-], [Fe], CCCn1ccnc1C(=O)Cc1ccc([N+](=O)[O-])cc1. Product: CCCn1ccnc1C(=O)Cc1ccc(N)cc1. RXN SMILES: [CH3:24][CH2:25][O:26][C:27](=[O:28])[CH3:29].[CH3:30][CH2:31][OH:32].[Ca+2:23].[Cl-:21].[Cl-:22].[Fe:33].[N+:1]([O-:2])(=[O:3])[c:4]1[cH:5][cH:6][c:7]([CH2:10][C:11](=[O:12])[c:13]2[n:14]([CH2:18][CH2:19][CH3:20])[cH:15][cH:16][n:17]2)[cH:8][cH:9]1>>[NH2:1][c:4]1[cH:5][cH:6][c:7]([CH2:10][C:11](=[O:12])[c:13]2[n:14]([CH2:18][CH2:19][CH3:20])[cH:15][cH:16][n:17]2)[cH:8][cH:9]1. Reactants: C(C1=CC=CC=C1)OC1=CC(NC=C1)=O (4-(benzyloxy)pyridin-2(1H)-one), FC1=C(C=C(C=C1)S(=O)(=O)C)F (1,2-difluoro-4-(methylsulfonyl)benzene), CN(C)C=O (DMF), [H-].[Na+] (NaH). The solvent is CCOC(=O)C (EtOAc), O (water). Run at time 5 minute. Product: C(C1=CC=CC=C1)OC1=CC(N(C=C1)C1=C(C=C(C=C1)S(=O)(=O)C)F)=O (4-(benzyloxy)-1-(2-fluoro-4-(methylsulfonyl)phenyl)-pyridin-2(1H)-one). Isolated yield 803.4%. RXN SMILES: [CH2:1]([O:8][C:9]1[CH:14]=[CH:13][NH:12][C:11](=[O:15])[CH:10]=1)[C:2]1[CH:7]=[CH:6][CH:5]=[CH:4][CH:3]=1.CN(C=O)C.[H-].[Na+].F[C:24]1[CH:29]=[CH:28][C:27]([S:30]([CH3:33])(=[O:32])=[O:31])=[CH:26][C:25]=1[F:34]>CCOC(C)=O.O>[CH2:1]([O:8][C:9]1[CH:14]=[CH:13][N:12]([C:24]2[CH:29]=[CH:28][C:27]([S:30]([CH3:33])(=[O:32])=[O:31])=[CH:26][C:25]=2[F:34])[C:11](=[O:15])[CH:10]=1)[C:2]1[CH:3]=[CH:4][CH:5]=[CH:6][CH:7]=1 |f:2.3|. Procedure details: To 4-(benzyloxy)pyridin-2(1H)-one (6.12 g, 30 4 mmol) in a 500 mL recovery flask was applied vacuum for 5 minutes then placed under an atmosphere of nitrogen and added DMF (100 mL) to produce a suspension. Added NaH (60% in oil) (1.271 g, 31.8 mmol) over 10 minutes as a slow evolution of gas was observed. By 60 minutes, the tan suspension had become thicker and lighter in color. After 60 minutes added 1,2-difluoro-4-(methylsulfonyl)benzene (5.31 g, 27 6 mmol) and placed the reaction mixture in a...